Dataset: the Open Reaction Database (ORD), a public repository of structured organic reaction records. Task: describe an organic reaction: reactants, conditions, products, and yield Starting materials: B, C1CCOC1, C1CCOC1, CO, CCOC(C)=O, COC(=O)c1ccc2c(C3CCCCC3)c3n(c2c1)CCN(C(=O)C1CCCN1C)Cc1cc(F)ccc1-3, Cl. The product is COC(=O)c1ccc2c(C3CCCCC3)c3n(c2c1)CCN(CC1CCCN1C)Cc1cc(F)ccc1-3. Reaction SMILES: [BH3:39].[CH2:40]1[O:41][CH2:42][CH2:43][CH2:44]1.[CH2:46]1[O:47][CH2:48][CH2:49][CH2:50]1.[CH3:51][OH:52].[CH3:53][CH2:54][O:55][C:56]([CH3:57])=[O:58].[CH:1]1([c:7]2[c:8]3[cH:9][cH:10][c:11]([C:35](=[O:36])[O:37][CH3:38])[cH:12][c:13]3[n:14]3[c:15]2-[c:16]2[c:17]([cH:30][c:31]([F:34])[cH:32][cH:33]2)[CH2:18][N:19]([C:22]([CH:23]2[N:24]([CH3:28])[CH2:25][CH2:26][CH2:27]2)=[O:29])[CH2:20][CH2:21]3)[CH2:2][CH2:3][CH2:4][CH2:5][CH2:6]1.[ClH:45]>>[CH:1]1([c:7]2[c:8]3[cH:9][cH:10][c:11]([C:35](=[O:36])[O:37][CH3:38])[cH:12][c:13]3[n:14]3[c:15]2-[c:16]2[c:17]([cH:30][c:31]([F:34])[cH:32][cH:33]2)[CH2:18][N:19]([CH2:22][CH:23]2[N:24]([CH3:28])[CH2:25][CH2:26][CH2:27]2)[CH2:20][CH2:21]3)[CH2:2][CH2:3][CH2:4][CH2:5][CH2:6]1. The reactants are O=Cc1cccc(Br)n1, CC(=O)O[BH-](OC(C)=O)OC(C)=O, [Na+], O=S1(=O)CCNCC1. The product is O=S1(=O)CCN(Cc2cccc(Br)n2)CC1. As a reaction SMILES: [Br:1][c:2]1[cH:3][cH:4][cH:5][c:6]([CH:8]=[O:9])[n:7]1.[C:18]([O:19][BH-:20]([O:21][C:22](=[O:23])[CH3:24])[O:25][C:26](=[O:27])[CH3:28])(=[O:29])[CH3:30].[Na+:31].[S:10]1(=[O:16])(=[O:17])[CH2:11][CH2:12][NH:13][CH2:14][CH2:15]1>>[Br:1][c:2]1[cH:3][cH:4][cH:5][c:6]([CH2:8][N:13]2[CH2:12][CH2:11][S:10](=[O:16])(=[O:17])[CH2:15][CH2:14]2)[n:7]1. The reactants are C1(\C=C/C(=O)O1)=O (maleic anhydride), C1=CC=CC=C1 (benzene), naphthenes, butenes, CCCC (butane). Run in CC=1C=CC=CC1C (o-xylene). Yields the product C1(C=2C(C(=O)O1)=CC=CC2)=O (phthalic anhydride), C1=CC=CC2=CC=CC=C12 (naphthalene). Reaction SMILES: [C:1]1(=[O:7])[O:6][C:4](=[O:5])[CH:3]=[CH:2]1.[CH:8]1[CH:13]=[CH:12][CH:11]=[CH:10][CH:9]=1.[CH3:14][CH2:15][CH2:16][CH3:17]>CC1C=CC=CC=1C>[C:4]1(=[O:5])[O:6][C:1](=[O:7])[C:2]2=[CH:13][CH:8]=[CH:9][CH:10]=[C:3]12.[CH:8]1[C:13]2[C:12](=[CH:14][CH:15]=[CH:16][CH:17]=2)[CH:11]=[CH:10][CH:9]=1. Procedure: It is known that maleic anhydride is prepared by catalytic vapor-phase oxidation of benzene, naphthenes, butenes and butane. It is also obtained as a by-product in the preparation of phthalic anhydride by oxidation of o-xylene or naphthalene. It is isolated from the crude maleic anhydride, usually by fractional distillation, in which it is obtained in the form of white, virtually pure maleic anhydride. Starting materials: COC(=O)C1(CN(CC1)CC(=O)O)COC (1-carboxymethyl-3-methoxymethyl-pyrrolidine-3-carboxylic acid methyl ester), COC(=O)C1(CN(CC1)CC(=O)O)COC (1-carboxymethyl-3-methoxymethyl-pyrrolidine-3-carboxylic acid methyl ester), N1(CCNCC1)C1=CC=C(C=C1)C1=NC=CC=N1 (2-(4-piperazin-1-yl-phenyl)-pyrimidine), N1(CCNCC1)C1=CC=C(C=C1)C1=NC=CC=N1 (2-(4-piperazin-1-yl-phenyl)-pyrimidine), O-(7-azabenzotriazol-1-yl-)-N,N,N′, N′-tetramethyluronium hexafluorophosphate, C(C)(C)N(C(C)C)CC (N,N-diisopropylethylamine). The solvent is CN(C)C=O (DMF). Conditions: time 4 hour. Yields the product COC(=O)C1(CN(CC1)CC(N1CCN(CC1)C1=CC=C(C=C1)C1=NC=CC=N1)=O)COC (3-methoxymethyl-1-{2-oxo-2-[4-(4-pyrimidin-2-yl-phenyl)-piperazin-1-yl]-ethyl}-pyrrolidine-3-carboxylic acid methyl ester). Yield: 101.8%. As a reaction SMILES: [CH3:1][O:2][C:3]([C:5]1([CH2:14][O:15][CH3:16])[CH2:9][CH2:8][N:7]([CH2:10][C:11]([OH:13])=O)[CH2:6]1)=[O:4].[N:17]1([C:23]2[CH:28]=[CH:27][C:26]([C:29]3[N:34]=[CH:33][CH:32]=[CH:31][N:30]=3)=[CH:25][CH:24]=2)[CH2:22][CH2:21][NH:20][CH2:19][CH2:18]1.C(N(CC)C(C)C)(C)C>CN(C=O)C>[CH3:1][O:2][C:3]([C:5]1([CH2:14][O:15][CH3:16])[CH2:9][CH2:8][N:7]([CH2:10][C:11](=[O:13])[N:20]2[CH2:21][CH2:22][N:17]([C:23]3[CH:28]=[CH:27][C:26]([C:29]4[N:30]=[CH:31][CH:32]=[CH:33][N:34]=4)=[CH:25][CH:24]=3)[CH2:18][CH2:19]2)[CH2:6]1)=[O:4]. Procedure details: To a solution of 1-carboxymethyl-3-methoxymethyl-pyrrolidine-3-carboxylic acid methyl ester (compound 97) (0.21 mmol), 2-(4-piperazin-1-yl-phenyl)-pyrimidine (compound 10, see Example 1 Step 7) (0.21 mmol), O-(7-azabenzotriazol-1-yl-)-N,N,N′, N′-tetramethyluronium hexafluorophosphate (HATU) (78 mg, 0.21 mmol) in dry DMF (2 ml) was added N,N-diisopropylethylamine (108 μl, 0.62 mmol). The reaction mixture was stirred for 4 hours, and evaporated to a residue that was partitioned in ethyl acetate an... Conditions: time 2 hour. Starting materials: C(C)(C)(C)OC(CN(C1=CC=CC=C1)S(=O)(=O)C1=CC=C2C(=CN=C(C2=C1)NC(=N)N)Cl)=O (N-[(4-Chloro-1-guanidino-7-isoquinolinyl)sulphonyl]-N-phenylglycine t-butyl ester), C(F)(F)(F)C(=O)O (CF3CO2H). Procedure: N-[(4-Chloro-1-guanidino-7-isoquinolinyl)sulphonyl]-N-phenylglycine t-butyl ester (25 mg, 0.05 mmol) was dissolved in CF3CO2H (1.0 mL) and the mixture stirred at room temperature for 2 h. The mixture was concentrated in vacuo, azeotroping with PhMe, and the residue triturated with Et2O to give N-[(4-chloro-1-guanidino-7-isoquinolinyl)sulphonyl]-N-phenylglycine trifluoroacetate (13 mg, 0.23 mmol) as a pale yellow powder. Reaction SMILES: C([O:5][C:6](=[O:33])[CH2:7][N:8]([S:15]([C:18]1[CH:27]=[C:26]2[C:21]([C:22]([Cl:32])=[CH:23][N:24]=[C:25]2[NH:28][C:29]([NH2:31])=[NH:30])=[CH:20][CH:19]=1)(=[O:17])=[O:16])[C:9]1[CH:14]=[CH:13][CH:12]=[CH:11][CH:10]=1)(C)(C)C.[C:34]([C:38]([OH:40])=[O:39])([F:37])([F:36])[F:35]>>[F:35][C:34]([F:37])([F:36])[C:38]([OH:40])=[O:39].[Cl:32][C:22]1[C:21]2[C:26](=[CH:27][C:18]([S:15]([N:8]([C:9]3[CH:14]=[CH:13][CH:12]=[CH:11][CH:10]=3)[CH2:7][C:6]([OH:33])=[O:5])(=[O:16])=[O:17])=[CH:19][CH:20]=2)[C:25]([NH:28][C:29]([NH2:31])=[NH:30])=[N:24][CH:23]=1 |f:2.3|. Product: FC(C(=O)O)(F)F.ClC1=CN=C(C2=CC(=CC=C12)S(=O)(=O)N(CC(=O)O)C1=CC=CC=C1)NC(=N)N (N-[(4-chloro-1-guanidino-7-isoquinolinyl)sulphonyl]-N-phenylglycine trifluoroacetate). Reactants: COC=1C=C(C=CC1OC)CC#N (3,4-dimethoxyphenylacetonitrile), BrCC(=O)OCC (ethyl bromoacetate), BrCC(=O)OCC (ethyl bromoacetate), O1CCCC1 (tetrahydrofuran), C[Si](C)(C)[N-][Si](C)(C)C.[Na+] (sodium bis(trimethylsilyl)amide), C(C)(=O)OCC.CCCCCC (ethyl acetate hexane). Reaction conditions: temperature 10 celsius, time 15 minute. Yields the product C(C)OC(CC(CC(=O)OCC)(C1=CC(=C(C=C1)OC)OC)C#N)=O (3-cyano-3-(3,4-dimethoxyphenyl)pentanedioic Diethyl Ester). Reaction SMILES: [CH3:1][O:2][C:3]1[CH:4]=[C:5]([CH2:11][C:12]#[N:13])[CH:6]=[CH:7][C:8]=1[O:9][CH3:10].O1CCCC1.C[Si]([N-][Si](C)(C)C)(C)C.[Na+].Br[CH2:30][C:31]([O:33][CH2:34][CH3:35])=[O:32].[C:36]([O:39][CH2:40][CH3:41])(=[O:38])[CH3:37].CCCCCC>>[CH2:34]([O:33][C:31](=[O:32])[CH2:30][C:11]([C:12]#[N:13])([C:5]1[CH:6]=[CH:7][C:8]([O:9][CH3:10])=[C:3]([O:2][CH3:1])[CH:4]=1)[CH2:37][C:36]([O:39][CH2:40][CH3:41])=[O:38])[CH3:35] |f:2.3,5.6|. Procedure: Combine 3,4-dimethoxyphenylacetonitrile (20 g, 113 mmol) and anhydrous tetrahydrofuran (100 mL). Cool in a dry-ice/acetone bath. Add dropwise a solution of sodium bis(trimethylsilyl)amide (226 mL, 1 M in THF, 226 mmol). When the addition is complete warm the reaction mixture to 10° C. and allow to stir for 15 minutes. Cool in a dry-ice/acetone bath, add dropwise ethyl bromoacetate (37.7 g, 226 mmol). When the addition of ethyl bromoacetate is complete, warm the reaction mixture to ambient temper... Starting materials: FC(C(O)C1=CC=C(C=C1)C(F)(F)F)(F)F (2,2,2-trifluoro-1-(4-trifluoromethylphenyl)ethanol), O (water), Cl[O-].[Na+] (sodium hypochlorite). The reagents and catalysts are S(=O)(=O)(O)[O-].C(CCC)[N+](CCCC)(CCCC)CCCC (tetrabutylammonium hydrogen sulfate). Solvent: C(Cl)Cl (methylene chloride). Yields the product FC(C(=O)C1=CC=C(C=C1)C(F)(F)F)(F)F (4-Trifluoroacetyltrifluoromethylbenzene). Reaction SMILES: [F:1][C:2]([F:16])([F:15])[CH:3]([C:5]1[CH:10]=[CH:9][C:8]([C:11]([F:14])([F:13])[F:12])=[CH:7][CH:6]=1)[OH:4].Cl[O-].[Na+].O>S([O-])(O)(=O)=O.C([N+](CCCC)(CCCC)CCCC)CCC.C(Cl)Cl>[F:1][C:2]([F:15])([F:16])[C:3]([C:5]1[CH:6]=[CH:7][C:8]([C:11]([F:12])([F:13])[F:14])=[CH:9][CH:10]=1)=[O:4] |f:1.2,4.5|. Reported procedure: 25.4 g (0.1 mol) of 2,2,2-trifluoro-1-(4-trifluoromethylphenyl)ethanol and 1.76 g (0.005 mol) of tetrabutylammonium hydrogen sulfate are dissolved in 350 ml of methylene chloride at room temperature. 108 ml (0.125 mol) of an approximately 12% strength sodium hypochlorite solution are metered in within 20 minutes with vigorous stirring and the mixture is stirred for a further 5 hours at room temperature. The reaction mixture is added to 400 ml of water, the phases are separated, the aqueous phase...